Dataset: the Open Reaction Database (ORD), a public repository of structured organic reaction records. Task: describe an organic reaction: reactants, conditions, products, and yield Reaction SMILES: [Cl:1][C:2]1[C:3]([F:14])=[C:4]([C:8]([CH3:13])=[C:9]([F:12])[C:10]=1[F:11])[C:5](O)=[O:6].S(Cl)([Cl:17])=O>>[Cl:1][C:2]1[C:3]([F:14])=[C:4]([C:8]([CH3:13])=[C:9]([F:12])[C:10]=1[F:11])[C:5]([Cl:17])=[O:6]. Procedure: Employing 3-chloro-2,4,5-trifluoro-6-methylbenzoic acid (185 mg) and thionyl chloride (600 μl ), the procedure of Reference Example 18 is repeated to give 3-chloro-2,4,5-trifluoro-6-methylbenzoyl chloride (183 mg). The product is ClC=1C(=C(C(=O)Cl)C(=C(C1F)F)C)F (3-chloro-2,4,5-trifluoro-6-methylbenzoyl chloride). The reactants are ClC=1C(=C(C(=O)O)C(=C(C1F)F)C)F (3-chloro-2,4,5-trifluoro-6-methylbenzoic acid), S(=O)(Cl)Cl (thionyl chloride). Yields the product COC(=O)COc1ccc(OC)cc1C(=O)O. Reactants: COC(=O)CBr, O=C([O-])[O-], CN(C)C=O, [K+], [K+], COc1ccc(O)c(C(=O)O)c1. RXN SMILES: [Br:19][CH2:20][C:21](=[O:22])[O:23][CH3:24].[C:13](=[O:14])([O-:15])[O-:16].[CH3:25][N:26]([CH3:27])[CH:28]=[O:29].[K+:17].[K+:18].[OH:1][c:2]1[c:3]([C:4](=[O:5])[OH:6])[cH:7][c:8]([O:11][CH3:12])[cH:9][cH:10]1>>[O:1]([c:2]1[c:3]([C:4](=[O:5])[OH:6])[cH:7][c:8]([O:11][CH3:12])[cH:9][cH:10]1)[CH2:20][C:21](=[O:22])[O:23][CH3:24]. The reactants are NC1=CC=C(C=C1)CC(=O)O (4-aminophenylacetic acid), C(C)(=O)OC(C)=O (Acetic anhydride), ice water, Cl[O-].[Ca+2].Cl[O-] (Calcium hypochlorite). Solvent: C(C)O (ethanol), O (water), C(C)(=O)O (acetic acid), O (water), O (water). Yields the product ClC=1C=C(C=CC1NC(C)=O)CC(=O)O (3-chloro-4-acetamidophenylacetic acid). Isolated yield 60.8%. As a reaction SMILES: [C:1]([O:4]C(=O)C)(=O)[CH3:2].[NH2:8][C:9]1[CH:14]=[CH:13][C:12]([CH2:15][C:16]([OH:18])=[O:17])=[CH:11][CH:10]=1.[Cl:19][O-].[Ca+2].Cl[O-]>C(O)(=O)C.O.C(O)C>[Cl:19][C:14]1[CH:13]=[C:12]([CH2:15][C:16]([OH:18])=[O:17])[CH:11]=[CH:10][C:9]=1[NH:8][C:1](=[O:4])[CH3:2] |f:2.3.4|. Procedure: Acetic anhydride (152 mL, 1.6 moles) was added dropwise to a rapidly stirring mixture of 4-aminophenylacetic acid (195 grams, 1.3 moles) in acetic acid (600 mL) and water (250 mL) at room temperature. After a slight exotherm, the dark brown solution was stirred for one hour at room temperature. The solution was diluted with ethanol (500 mL) and water (250 mL), and a suspension of Calcium hypochlorite (340 grams, 2.3 moles) in water (1L plus 500 mL rinse) was added portionwise. The temperature ro... Starting materials: O=C(OCc1ccccc1)N1CCC(CCCO)CC1, Cl, O, Cc1ccc(S(=O)(=O)Cl)cc1, c1ccncc1. Yields the product Cc1ccc(S(=O)(=O)OCCCC2CCN(C(=O)OCc3ccccc3)CC2)cc1. Reaction SMILES: [CH2:1]([c:2]1[cH:3][cH:4][cH:5][cH:6][cH:7]1)[O:8][C:9](=[O:10])[N:11]1[CH2:12][CH2:13][CH:14]([CH2:17][CH2:18][CH2:19][OH:20])[CH2:15][CH2:16]1.[ClH:38].[OH2:39].[S:27](=[O:28])(=[O:29])([c:30]1[cH:31][cH:32][c:33]([CH3:34])[cH:35][cH:36]1)[Cl:37].[cH:21]1[cH:22][cH:23][n:24][cH:25][cH:26]1>>[CH2:1]([c:2]1[cH:3][cH:4][cH:5][cH:6][cH:7]1)[O:8][C:9](=[O:10])[N:11]1[CH2:12][CH2:13][CH:14]([CH2:17][CH2:18][CH2:19][O:20][S:27](=[O:28])(=[O:29])[c:30]2[cH:31][cH:32][c:33]([CH3:34])[cH:35][cH:36]2)[CH2:15][CH2:16]1. Reactants: C(C)N(C\C=C/[Sn](CCCC)(CCCC)CCCC)CC (N,N-diethyl-N-((Z)-1-tributylstannanylprop-1-en-3-yl)-amine), N1C[C@@H](CC1)OC(C)=O (acetic acid (R)-pyrrolidin-3-yl ester), BrC\C=C/[Sn](CCCC)(CCCC)CCCC (((Z)-3-bromoprop-1-enyl)-tributyl-stannane), BrC\C=C/[Sn](CCCC)(CCCC)CCCC (((Z)-3-bromoprop-1-enyl)-tributyl-stannane). Product: C(CCC)[Sn](\C=C/CN1C[C@@H](CC1)OC(C)=O)(CCCC)CCCC (Acetic acid (R)-1-((Z)-3-tributylstannanylallyl)-pyrrolidin-3-yl ester). RXN SMILES: [CH2:1]([N:3]([CH2:20][CH3:21])[CH2:4]/[CH:5]=[CH:6]\[Sn:7]([CH2:16][CH2:17][CH2:18][CH3:19])([CH2:12][CH2:13][CH2:14][CH3:15])[CH2:8][CH2:9][CH2:10][CH3:11])[CH3:2].BrC/C=C\[Sn](CCCC)(CCCC)CCCC.N1CC[C@@H]([O:44][C:45](=[O:47])[CH3:46])C1>>[CH2:8]([Sn:7]([CH2:16][CH2:17][CH2:18][CH3:19])([CH2:12][CH2:13][CH2:14][CH3:15])/[CH:6]=[CH:5]\[CH2:4][N:3]1[CH2:1][CH2:2][C@@H:21]([O:47][C:45](=[O:44])[CH3:46])[CH2:20]1)[CH2:9][CH2:10][CH3:11]. Procedure: Prepared by proceeding in a similar manner to Intermediate 3, starting from ((Z)-3-bromoprop-1-en-1-yl)-tributyl-stannane (Intermediate 2) and acetic acid (R)-pyrrolidin-3-yl ester. Starting materials: FC1=CC=C(COC=2C(=CC(=NC2)C(=O)N(C)OC)C)C=C1 (5-((4-fluorobenzyl)oxy)-N-methoxy-N,4-dimethylpicolinamide), [H-].[Al+3].[Li+].[H-].[H-].[H-] (lithium aluminum hydride), Amine-3. Yields the product FC1=CC=C(COC=2C(=CC(=NC2)C=O)C)C=C1 (5-((4-fluorobenzyl)oxy)-4-methylpicolinaldehyde). Yield: 97.0%. RXN SMILES: [F:1][C:2]1[CH:22]=[CH:21][C:5]([CH2:6][O:7][C:8]2[C:9]([CH3:20])=[CH:10][C:11]([C:14](N(OC)C)=[O:15])=[N:12][CH:13]=2)=[CH:4][CH:3]=1.[H-].[Al+3].[Li+].[H-].[H-].[H-]>>[F:1][C:2]1[CH:22]=[CH:21][C:5]([CH2:6][O:7][C:8]2[C:9]([CH3:20])=[CH:10][C:11]([CH:14]=[O:15])=[N:12][CH:13]=2)=[CH:4][CH:3]=1 |f:1.2.3.4.5.6|. Procedure details: The title compound is prepared in 97% yield (1.03 g, pale red solid) from 5-((4-fluorobenzyl)oxy)-N-methoxy-N,4-dimethylpicolinamide (1.32 g, 4.33 mmol, Step-4) and lithium aluminum hydride (82 mg, 2.2 mmol) in a similar manner to Step-2 of Amine-3. The reactants are [N+](=O)([O-])C=1C=CC(=C(C#N)C1)N1CCN(CC1)C1COC1 (5-nitro-2-(4-(oxetan-3-yl)piperazin-1-yl)benzonitrile). Reagents/catalysts: [Pd] (Pd—C). Run in CCO (EtOH). Reaction conditions: time 3 hour. Product: NC=1C=CC(=C(C#N)C1)N1CCN(CC1)C1COC1 (5-amino-2-(4-(oxetan-3-yl)piperazin-1-yl)benzonitrile). Isolated yield 93.0%. RXN SMILES: [N+:1]([C:4]1[CH:5]=[CH:6][C:7]([N:12]2[CH2:17][CH2:16][N:15]([CH:18]3[CH2:21][O:20][CH2:19]3)[CH2:14][CH2:13]2)=[C:8]([CH:11]=1)[C:9]#[N:10])([O-])=O>CCO.[Pd]>[NH2:1][C:4]1[CH:5]=[CH:6][C:7]([N:12]2[CH2:17][CH2:16][N:15]([CH:18]3[CH2:19][O:20][CH2:21]3)[CH2:14][CH2:13]2)=[C:8]([CH:11]=1)[C:9]#[N:10]. Procedure: A mixture of 5-nitro-2-(4-(oxetan-3-yl)piperazin-1-yl)benzonitrile (9.8 g, 1.0 eq, 34.0 mmol) and Pd—C (10% loading, 3,6 g) in EtOH (300 mL) was stirred in a 500 mL round bottom flask. The reaction flask was evacuated under house vacuum and subsequently filled with hydrogen while stirring. This procedure was repeated three times and the reaction mixture was hydrogenated for 3 hours under an H2 balloon. The mixture was filtered through celite and the filter cake was washed with EtOH (2×50 mL). Th...